describe an organic reaction: reactants, conditions, products, and yield From a dataset of the Open Reaction Database (ORD), a public repository of structured organic reaction records. Run in CO (methanol), O (water). Isolated yield 80.1%. RXN SMILES: C(O[CH:4](OCC)[CH2:5][NH:6][C:7]([NH:9][C:10]1[CH:15]=[CH:14][C:13]([O:16][CH2:17][C:18]([F:23])([F:22])[CH:19]([F:21])[F:20])=[CH:12][CH:11]=1)=[O:8])C.Cl>CO.O>[F:23][C:18]([F:22])([CH:19]([F:20])[F:21])[CH2:17][O:16][C:13]1[CH:12]=[CH:11][C:10]([N:9]2[CH:4]=[CH:5][NH:6][C:7]2=[O:8])=[CH:15][CH:14]=1. Reaction conditions: time 3 day. Reactants: C(C)OC(CNC(=O)NC1=CC=C(C=C1)OCC(C(F)F)(F)F)OCC (N-(2,2-Diethoxyethyl)-N'-[4-(2,2,3,3-tetrafluoropropoxy)phenyl] urea), Cl (hydrochloric acid), aqueous solution. Product: FC(COC1=CC=C(C=C1)N1C(NC=C1)=O)(C(F)F)F (1-[4-(2,2,3,3-tetrafluoropropoxy)phenyl]-2-(1H,3H)-imidazolone). Procedure details: N-(2,2-Diethoxyethyl)-N'-[4-(2,2,3,3-tetrafluoropropoxy)phenyl] urea (37.5 g) was dissolved in a mixture of 560 ml of methanol and 280 ml of water. To the solution was added 300 ml of an aqueous solution containing 0.48M of hydrochloric acid and the mixture was stirred at room temperature for 3 days. The reaction mixture was concentrated under reduced pressure and the precipitated crystals were washed with a mixture of water-methanol (5:1) to give 22.8 g of 1-[4-(2,2,3,3-tetrafluoropropoxy)pheny... Product: CC(=O)c1ccc2n1Cc1ccccc1N(C(=O)c1ccc(NC(=O)c3ccc(Cl)cc3Cl)cc1)C2. RXN SMILES: [CH2:41]([Cl:42])[Cl:43].[CH3:34][C:35](=[O:36])[O:37][C:38](=[O:39])[CH3:40].[cH:1]1[cH:2][cH:3][n:4]2[c:5]1[CH2:6][N:7]([C:15](=[O:16])[c:17]1[cH:18][cH:19][c:20]([NH:23][C:24]([c:25]3[c:26]([Cl:32])[cH:27][c:28]([Cl:31])[cH:29][cH:30]3)=[O:33])[cH:21][cH:22]1)[c:8]1[c:9]([cH:11][cH:12][cH:13][cH:14]1)[CH2:10]2>>[cH:1]1[cH:2][c:3]([C:35]([CH3:34])=[O:36])[n:4]2[c:5]1[CH2:6][N:7]([C:15](=[O:16])[c:17]1[cH:18][cH:19][c:20]([NH:23][C:24]([c:25]3[c:26]([Cl:32])[cH:27][c:28]([Cl:31])[cH:29][cH:30]3)=[O:33])[cH:21][cH:22]1)[c:8]1[c:9]([cH:11][cH:12][cH:13][cH:14]1)[CH2:10]2. Reactants: ClCCl, CC(=O)OC(C)=O, O=C(Nc1ccc(C(=O)N2Cc3cccn3Cc3ccccc32)cc1)c1ccc(Cl)cc1Cl. The reactants are c2ccccc2c1ccc(OC(=O)C(C)(C)C)cc1 (substrate), c4(C)ccc(B3OB(c1ccc(C)cc1)OB(c2ccc(C)cc2)O3)cc4 (effective_coupling_partner). The reagents and catalysts are PCy3. Reaction conditions: temperature 110 celsius, time 12 hour. The product is c3ccccc3c1ccc(c2ccc(C)cc2)cc1. Reactants: CN1N=C(C=C1)NC(=O)C1=NC(=CC=C1NC=1C=NC=CC1)C (6-Methyl-3-(pyridin-3-ylamino)-pyridine-2-carboxylic acid (1-methyl-1H-pyrazol-3-yl)-amide), BrC=1C=NC=CC1C (3-Bromo-4-methylpyridine). Yields the product CN1N=C(C=C1)NC(=O)C1=NC(=CC=C1NC=1C=NC=CC1C)C (6-Methyl-3-(4-methyl-pyridin-3-ylamino)-pyridine-2-carboxylic acid (1-methyl-1H-pyrazol-3-yl)-amide). RXN SMILES: [CH3:1][N:2]1[CH:6]=[CH:5][C:4]([NH:7][C:8]([C:10]2[C:15]([NH:16][C:17]3[CH:18]=[N:19][CH:20]=[CH:21][CH:22]=3)=[CH:14][CH:13]=[C:12]([CH3:23])[N:11]=2)=[O:9])=[N:3]1.Br[C:25]1C=NC=CC=1C>>[CH3:1][N:2]1[CH:6]=[CH:5][C:4]([NH:7][C:8]([C:10]2[C:15]([NH:16][C:17]3[CH:18]=[N:19][CH:20]=[CH:21][C:22]=3[CH3:25])=[CH:14][CH:13]=[C:12]([CH3:23])[N:11]=2)=[O:9])=[N:3]1. Procedure details: The title compound, was prepared from 3-Amino-6-methyl-pyridine-2-carboxylic acid (1-methyl-1H-pyrazol-3-yl)-amide (example 16) in accordance with the general method of example 20 using 3-Bromo-4-methylpyridine instead of 3-Bromo-4-methylpyridine to yield the final compound as a light brown solid, MS (ISP): m/e=323.5 (M+H+). Starting materials: CCO, O=C(NCCCl)N[N+](=O)[O-], Nc1nncs1, [Na+], O=C([O-])O. Product: O=C(NCCCl)Nc1nncs1. RXN SMILES: [CH3:22][CH2:23][OH:24].[Cl:7][CH2:8][CH2:9][NH:10][C:11](=[O:12])[NH:13][N+:14]([O-:15])=[O:16].[NH2:1][c:2]1[s:3][cH:4][n:5][n:6]1.[Na+:17].[OH:18][C:19](=[O:20])[O-:21]>>[NH:1]([c:2]1[s:3][cH:4][n:5][n:6]1)[C:11]([NH:10][CH2:9][CH2:8][Cl:7])=[O:12].